From a dataset of the Open Reaction Database (ORD), a public repository of structured organic reaction records. describe an organic reaction: reactants, conditions, products, and yield Reactants: COC=1C=C(C=CC1)Br (3-Methoxybromobenzene), S1C(=CC=C1)B(O)O (thiophene-2-boronic acid). Yields the product COC=1C=C(C=CC1)C=1SC=CC1 (2-(3-methoxyphenyl)thiophene). RXN SMILES: [CH3:1][O:2][C:3]1[CH:4]=[C:5](Br)[CH:6]=[CH:7][CH:8]=1.[S:10]1[CH:14]=[CH:13][CH:12]=[C:11]1B(O)O>>[CH3:1][O:2][C:3]1[CH:4]=[C:5]([C:11]2[S:10][CH:14]=[CH:13][CH:12]=2)[CH:6]=[CH:7][CH:8]=1. Procedure details: 3-Methoxybromobenzene and thiophene-2-boronic acid were treated in a manner similar to Reference Example 26-(2) to give 2-(3-methoxyphenyl)thiophene as a yellow liquid. APCI-Mass m/Z 191 (M+H). Reactants: CC1=CC=CC(=N1)NC([S-])=S.C(C)[NH+](CC)CC (triethylammonium (6-methylpyrid-2-yl)dithiocarbamate), ClCC(CC(C)C)=O (1-chloro-4-methylpentan-2-one). Run in C(C)#N (acetonitrile). Reaction conditions: time 2 hour. The product is OC1(N(C(SC1)=S)C1=NC(=CC=C1)C)CC(C)C (4-hydroxy-4-isobutyl-3-(6-methylpyrid-2-yl)-thiazolidine-2-thione). Isolated yield 59.8%. As a reaction SMILES: [CH3:1][C:2]1[N:7]=[C:6]([NH:8][C:9](=[S:11])[S-:10])[CH:5]=[CH:4][CH:3]=1.C([NH+](CC)CC)C.Cl[CH2:20][C:21](=[O:26])[CH2:22][CH:23]([CH3:25])[CH3:24]>C(#N)C>[OH:26][C:21]1([CH2:22][CH:23]([CH3:25])[CH3:24])[CH2:20][S:11][C:9](=[S:10])[N:8]1[C:6]1[CH:5]=[CH:4][CH:3]=[C:2]([CH3:1])[N:7]=1 |f:0.1|. Reported procedure: The procedure of Example 4 is followed but starting with triethylammonium (6-methylpyrid-2-yl)dithiocarbamate (28.5 g) and 1-chloro-4-methylpentan-2-one (13.4 g) in anhydrous acetonitrile (200 cc) at a temperature between 20 and 25° C. The reaction is continued for 2 hours at 20°-25° C. After recrystallisation of the product from diisopropyl ether (390 cc) and filtration of the boiling solution, there is obtained 4-hydroxy-4-isobutyl-3-(6-methylpyrid-2-yl)-thiazolidine-2-thione (16.8 g) melting ... Reactants: CN1CC[C@]23C=4C5=CC=C(C4O[C@H]2C(=O)CC[C@]3([C@H]1C5)O)O (oxymorphone), O (water). Run in C(C)O (ethanol), C(C)(C)(CC)O (tert-amyl alcohol). Run at temperature 82.5 celsius. Yields the product 17-allylcarbamate, CN1CC[C@]23[C@@H]4C(=O)C=C[C@]2([C@H]1CC5=C3C(=C(C=C5)O)O4)O (noroxymorphone). RXN SMILES: [CH3:1][N:2]1[C@@H:19]2[CH2:20][C:7]3=[CH:8][CH:9]=[C:10]([OH:22])[C:11]4[O:12][C@H:13]5[C:14]([CH2:16][CH2:17][C@:18]2([OH:21])[C@:5]5([C:6]=43)[CH2:4][CH2:3]1)=[O:15].O>C(O)C.C(O)(CC)(C)C>[CH3:1][N:2]1[C@@H:19]2[CH2:20][C:7]3[CH:8]=[CH:9][C:10]([OH:22])=[C:11]4[O:12][C@H:13]5[C:14]([CH:16]=[CH:17][C@:18]2([OH:21])[C@:5]5([C:6]=34)[CH2:4][CH2:3]1)=[O:15]. Procedure details: Crude oxymorphone, which contains residual water and, in some instances, can also contain residual ethanol, is dissolved in tert-amyl alcohol and the solution dried to remove water. This oxymorphone solution is then treated with excess allyl chloroformate (compound (102)) and sodium bicarbonate at 70-85° C. (Step 3). Once the reaction is complete (i.e., conversion of oxymorphone to the 3-allylcarbonate-N-allylcarbamate noroxymorphone (compound (109)), in which none, some, or all of the 14-OH can... The reactants are CCOC(=O)CCn1ccnc1CN(Cc1ccccc1)Cc1ncc[nH]1, CCO. The product is CCOC(=O)CCn1ccnc1CNCc1ncc[nH]1. Reaction SMILES: [CH2:1]([c:2]1[cH:3][cH:4][cH:5][cH:6][cH:7]1)[N:8]([CH2:9][c:10]1[nH:11][cH:12][cH:13][n:14]1)[CH2:15][c:16]1[n:17]([CH2:21][CH2:22][C:23](=[O:24])[O:25][CH2:26][CH3:27])[cH:18][cH:19][n:20]1.[CH3:28][CH2:29][OH:30]>>[NH:8]([CH2:9][c:10]1[n:11][cH:12][cH:13][nH:14]1)[CH2:15][c:16]1[n:17]([CH2:21][CH2:22][C:23](=[O:24])[O:25][CH2:26][CH3:27])[cH:18][cH:19][n:20]1. Reactants: S(=O)(=O)(C1=CC=C(C)C=C1)OCC(CS(=O)(=O)N)(C)C (3-tosyloxy-2,2-dimethyl-1-propanesulfonamide), [S-]C#N.[K+] (potassium thiocyanate). Run in CN(C=O)C (dimethylformamide). Yields the product S(C#N)CC(CS(=O)(=O)N)(C)C (3-thiocyanato-2,2-dimethyl-1-propanesulfonamide). The yield is 21.7%. RXN SMILES: S(O[CH2:12][C:13]([CH3:20])([CH3:19])[CH2:14][S:15]([NH2:18])(=[O:17])=[O:16])(C1C=CC(C)=CC=1)(=O)=O.[S-:21][C:22]#[N:23].[K+]>CN(C)C=O>[S:21]([CH2:12][C:13]([CH3:20])([CH3:19])[CH2:14][S:15]([NH2:18])(=[O:16])=[O:17])[C:22]#[N:23] |f:1.2|. Procedure: A solution of 6.2 g of 3-tosyloxy-2,2-dimethyl-1-propanesulfonamide and 3.75 g of potassium thiocyanate in 30 ml of dimethylformamide was stirred at 130°-140° C. for 6 hours, and then concentrated to dryness. A mixture of dichloromethane and methanol (9:1)was added to the residue, followed by filtration to remove insoluble material. The filtrate was concentrated and the residue was subjected to a column chromatography, eluting with chloroform-ethyl acetate (2:1). The relevant fractions were conc... The reactants are C1(=CC=CC=C1)[C@H](C)NC1=NC=CC(=N1)N1C=NC2=C1C=CC(=C2)[Sn](C)(C)C (2-[(S)-1-Phenylethylamino]-4-[5-trimethylstannylbenzimidazol-1-yl]pyrimidine), ClC=1N=NC(=CC1)Cl (3,6-dichloropyridazine). Product: C1(=CC=CC=C1)[C@H](C)NC1=NC=CC(=N1)N1C=NC2=C1C=CC(=C2)C2=CC=C(N=N2)Cl (2-[(S)-1-Phenylethylamino]-4-[5-(3-chloropyridazin-6-yl)benzimidazol-1-yl]pyrimidine). Reaction SMILES: [C:1]1([C@@H:7]([NH:9][C:10]2[N:15]=[C:14]([N:16]3[C:20]4[CH:21]=[CH:22][C:23]([Sn](C)(C)C)=[CH:24][C:19]=4[N:18]=[CH:17]3)[CH:13]=[CH:12][N:11]=2)[CH3:8])[CH:6]=[CH:5][CH:4]=[CH:3][CH:2]=1.[Cl:29][C:30]1[N:31]=[N:32][C:33](Cl)=[CH:34][CH:35]=1>>[C:1]1([C@@H:7]([NH:9][C:10]2[N:15]=[C:14]([N:16]3[C:20]4[CH:21]=[CH:22][C:23]([C:33]5[N:32]=[N:31][C:30]([Cl:29])=[CH:35][CH:34]=5)=[CH:24][C:19]=4[N:18]=[CH:17]3)[CH:13]=[CH:12][N:11]=2)[CH3:8])[CH:6]=[CH:5][CH:4]=[CH:3][CH:2]=1. Procedure: The title compound was prepared according to the procedure described in EXAMPLE 424, starting from 2-[(S)-1-Phenylethylamino]-4-[5-trimethylstannylbenzimidazol-1-yl]pyrimidine and 3,6-dichloropyridazine. Mass spectrum (ESI) 427.9 (M+).